From a dataset of the Open Reaction Database (ORD), a public repository of structured organic reaction records. describe an organic reaction: reactants, conditions, products, and yield Starting materials: [Br-].C(CC1=CC=CC=C1)[P+](C1=CC=CC=C1)(C1=CC=CC=C1)C1=CC=CC=C1 (phenethyltriphenylphosphonium bromide), [Li]CCCC (n-BuLi), C(CC\C=C\CCCCC)=O ((E)-dec-4-enal). The product is C(C=CCC\C=C\CCCCC)C1=CC=CC=C1 ((6E)-Dodeca-2,6-dienylbenzene). The yield is 62.3%. Reaction SMILES: [Br-].[CH2:2]([P+](C1C=CC=CC=1)(C1C=CC=CC=1)C1C=CC=CC=1)[CH2:3][C:4]1[CH:9]=[CH:8][CH:7]=[CH:6][CH:5]=1.[Li]CCCC.[CH:34](=O)[CH2:35][CH2:36]/[CH:37]=[CH:38]/[CH2:39][CH2:40][CH2:41][CH2:42][CH3:43]>>[CH2:3]([C:4]1[CH:5]=[CH:6][CH:7]=[CH:8][CH:9]=1)[CH:2]=[CH:34][CH2:35][CH2:36]/[CH:37]=[CH:38]/[CH2:39][CH2:40][CH2:41][CH2:42][CH3:43] |f:0.1|. Reported procedure: Starting from phenethyltriphenylphosphonium bromide (3.20 g, 7.15 mmol, 1.0 equiv.), n-BuLi (1.6 M in hexanes, 4.5 mL, 7.15 mmol, 1.0 equiv.) and (E)-dec-4-enal (1.66 g, 10.7 mmol, 1.5 equiv.), 1.08 g (62%) of the title compound as a colorless oil was obtained after purification by flash chromatography on SiO2 (cyclohexane/EtOAc 997:3). The reactants are C(C)(C)OC(C)C (Diisopropyl ether), C([O-])([O-])=O.[K+].[K+] (potassium carbonate), FC1=CC=C(C=C1)N1N=CC(=C1C)C(=O)O (1-(4-Fluorophenyl)-5-methylpyrazole-4-carboxylic acid), NC=1C=CC(=C(C#N)C1)N(CCO)CCO (5-amino-2-[bis(2-hydroxyethyl)amino]benzonitrile), ON1N=NC2=C1C=CC=C2 (1-hydroxybenzotriazole), C(C)N=C=NCCCN(C)C (1-ethyl-3-(3′-dimethylaminopropyl)carbodiimide). Run in CN(C=O)C (dimethylformamide). Conditions: time 5 hour. The product is C(#N)C=1C=C(C=CC1N(CCO)CCO)NC(=O)C=1C=NN(C1C)C1=CC=C(C=C1)F (N-{3-Cyano-4-[bis(2-hydroxyethyl)amino]phenyl}-1-(4-fluorophenyl)-5-methylpyrazole-4-carboxamide). Yield: 23.5%. Reaction SMILES: [F:1][C:2]1[CH:7]=[CH:6][C:5]([N:8]2[C:12]([CH3:13])=[C:11]([C:14]([OH:16])=O)[CH:10]=[N:9]2)=[CH:4][CH:3]=1.[NH2:17][C:18]1[CH:19]=[CH:20][C:21]([N:26]([CH2:30][CH2:31][OH:32])[CH2:27][CH2:28][OH:29])=[C:22]([CH:25]=1)[C:23]#[N:24].ON1C2C=CC=CC=2N=N1.C(N=C=NCCCN(C)C)C.C(=O)([O-])[O-].[K+].[K+].C(OC(C)C)(C)C>CN(C)C=O>[C:23]([C:22]1[CH:25]=[C:18]([NH:17][C:14]([C:11]2[CH:10]=[N:9][N:8]([C:5]3[CH:4]=[CH:3][C:2]([F:1])=[CH:7][CH:6]=3)[C:12]=2[CH3:13])=[O:16])[CH:19]=[CH:20][C:21]=1[N:26]([CH2:27][CH2:28][OH:29])[CH2:30][CH2:31][OH:32])#[N:24] |f:4.5.6|. Procedure: 1-(4-Fluorophenyl)-5-methylpyrazole-4-carboxylic acid (2.0 g), 5-amino-2-[bis(2-hydroxyethyl)amino]benzonitrile (2.0 g), 1-hydroxybenzotriazole (1.5 g) and 1-ethyl-3-(3′-dimethylaminopropyl)carbodiimide (2.0 g) were added to dimethylformamide (25 ml) and the mixture was stirred at room temperature for 5 h. The reaction mixture was treated with aqueous potassium carbonate solution and extracted with ethyl acetate. The organic layer was washed with saturated brine and dried over anhydrous magnesiu... Starting materials: COC1=C(C=2C3=C(C(NC2C=C1)=O)SC=C3)/C=C/CN3CC(CCC3)NC(OC(C)(C)C)=O ((E)-tert-Butyl 1-[3-(8-Methoxy-4-oxo-4,5-dihydrothieno[2,3-c]quinolin-9-yl)allyl]piperidin-3-ylcarbamate), BrB(Br)Br (tribromoborane). Product: NC1CN(CCC1)C/C=C/C=1C=2C3=C(C(NC2C=CC1O)=O)SC=C3 ((E)-9-[3-(3-Aminopiperidin-1-yl)prop-1-enyl]-8-hydroxythieno[2,3-c]quinolin-4(5H)-one). Isolated yield 32.0%. RXN SMILES: C[O:2][C:3]1[CH:12]=[CH:11][C:10]2[NH:9][C:8](=[O:13])[C:7]3[S:14][CH:15]=[CH:16][C:6]=3[C:5]=2[C:4]=1/[CH:17]=[CH:18]/[CH2:19][N:20]1[CH2:25][CH2:24][CH2:23][CH:22]([NH:26]C(=O)OC(C)(C)C)[CH2:21]1.BrB(Br)Br>>[NH2:26][CH:22]1[CH2:23][CH2:24][CH2:25][N:20]([CH2:19]/[CH:18]=[CH:17]/[C:4]2[C:5]3[C:6]4[CH:16]=[CH:15][S:14][C:7]=4[C:8](=[O:13])[NH:9][C:10]=3[CH:11]=[CH:12][C:3]=2[OH:2])[CH2:21]1. Procedure details: Following General Procedure F, (E)-tert-Butyl 1-[3-(8-Methoxy-4-oxo-4,5-dihydrothieno[2,3-c]quinolin-9-yl)allyl]piperidin-3-ylcarbamate (320 mg, 0.88 mmol) was reacted with tribromoborane (1.0 M in methylene chloride, 4.0 mL, 4.0 mmol) to afford the desired product (100 mg, 41%) as a yellow solid: 1H NMR (500 MHz, CD3OD) δ 8.00 (dd, J=19.3, 5.4 Hz, 2H), 7.32 (d, J=8.9 Hz, 1H), 7.24 (d, J=16.0 Hz, 1H), 7.12 (d, J=8.9 Hz, 1H), 6.39-6.25 (m, 1H), 4.25 (d, J=6.8 Hz, 1H), 3.94 (d, J=11.4 Hz, 1H), 3.8... Yields the product CC=Cc1ccncc1Br. Reaction SMILES: [Br-:23].[Br:14][c:15]1[cH:16][n:17][cH:18][cH:19][c:20]1[CH:21]=[O:22].[Br:1][c:2]1[cH:3][n:4][cH:5][cH:6][c:7]1[CH:8]=[CH:9][CH2:10][CH2:11][CH2:12][CH3:13].[CH2:24]([P+:25]([c:26]1[cH:27][cH:28][cH:29][cH:30][cH:31]1)([c:32]1[cH:33][cH:34][cH:35][cH:36][cH:37]1)[c:38]1[cH:39][cH:40][cH:41][cH:42][cH:43]1)[CH3:44]>>[Br:1][c:2]1[cH:3][n:4][cH:5][cH:6][c:7]1[CH:8]=[CH:9][CH3:10]. Starting materials: [Br-], O=Cc1ccncc1Br, CCCCC=Cc1ccncc1Br, CC[P+](c1ccccc1)(c1ccccc1)c1ccccc1.